From a dataset of the Open Reaction Database (ORD), a public repository of structured organic reaction records. describe an organic reaction: reactants, conditions, products, and yield Reactants: [OH-].[K+] (potassium hydroxide), ClC1=C2C(C=C(C(C2=CC=C1)=O)CCCCCCCCCCCC)=O (5-chloro-2-dodecyl-1,4-naphthoquinone), C([O-])([O-])=O.[Na+].[Na+] (sodium carbonate), Cl (hydrochloric acid), OO (hydrogen peroxide). The solvent is C(C)O (ethanol), O (water), C(C)O (ethanol). Run at temperature 50 celsius, time 45 minute. Yields the product ClC1=C2C(C(=C(C(C2=CC=C1)=O)CCCCCCCCCCCC)O)=O (5-chloro-2-dodecyl-3-hydroxy-1,4-naphthoquinone). As a reaction SMILES: [Cl:1][C:2]1[CH:11]=[CH:10][CH:9]=[C:8]2[C:3]=1[C:4](=[O:25])[CH:5]=[C:6]([CH2:13][CH2:14][CH2:15][CH2:16][CH2:17][CH2:18][CH2:19][CH2:20][CH2:21][CH2:22][CH2:23][CH3:24])[C:7]2=[O:12].C(=O)([O-])[O-:27].[Na+].[Na+].OO.[OH-].[K+].Cl>C(O)C.O>[Cl:1][C:2]1[CH:11]=[CH:10][CH:9]=[C:8]2[C:3]=1[C:4](=[O:25])[C:5]([OH:27])=[C:6]([CH2:13][CH2:14][CH2:15][CH2:16][CH2:17][CH2:18][CH2:19][CH2:20][CH2:21][CH2:22][CH2:23][CH3:24])[C:7]2=[O:12] |f:1.2.3,5.6|. Procedure: A mixture of 1.7 parts of 5-chloro-2-dodecyl-1,4-naphthoquinone, 25 parts ethanol, 0.626 parts anhydrous sodium carbonate and 6.3 parts water was contacted with 1.13 parts of 30% hydrogen peroxide at 32° C. and then refluxed for 10 minutes. The resulting mixture was then cooled to 50° C. and a solution of 1.56 parts of potassium hydroxide in 49.5 parts of ethanol was added to it. The resulting deep red mixture was then heated to 50° C. over 25 minutes and the temperature held there for 45 minute... Starting materials: O=S(=O)(Cl)c1cccc2nsnc12, COC(=O)c1ccc(Br)cc1N. Product: COC(=O)c1ccc(Br)cc1NS(=O)(=O)c1cccc2nsnc12. Reaction SMILES: [Cl:13][S:14](=[O:15])(=[O:16])[c:17]1[cH:18][cH:19][cH:20][c:21]2[n:22][s:23][n:24][c:25]12.[NH2:1][c:2]1[c:3]([C:4](=[O:5])[O:6][CH3:7])[cH:8][cH:9][c:10]([Br:12])[cH:11]1>>[NH:1]([c:2]1[c:3]([C:4](=[O:5])[O:6][CH3:7])[cH:8][cH:9][c:10]([Br:12])[cH:11]1)[S:14](=[O:15])(=[O:16])[c:17]1[cH:18][cH:19][cH:20][c:21]2[n:22][s:23][n:24][c:25]12. Starting materials: CCCCCCCCCCCCCCCCC1(O)CC(OC)OC1C(O)C(c1ccccc1)(c1ccccc1)c1ccccc1, ClCCl, CO, O, Cc1ccc(S(=O)(=O)O)cc1. Yields the product CCCCCCCCCCCCCCCCC1(O)CC(OC)OC1CO. As a reaction SMILES: [CH2:1]([CH2:2][CH2:3][CH2:4][CH2:5][CH2:6][CH2:7][CH2:8][CH2:9][CH2:10][CH2:11][CH2:12][CH2:13][CH2:14][CH2:15][CH3:16])[C:17]1([OH:45])[CH2:18][CH:19]([O:20][CH3:21])[O:22][CH:23]1[CH:24]([OH:25])[C:26]([c:27]1[cH:28][cH:29][cH:30][cH:31][cH:32]1)([c:33]1[cH:34][cH:35][cH:36][cH:37][cH:38]1)[c:39]1[cH:40][cH:41][cH:42][cH:43][cH:44]1.[CH2:60]([Cl:61])[Cl:62].[CH3:46][OH:47].[OH2:48].[c:49]1([CH3:50])[cH:51][cH:52][c:53]([S:54]([OH:55])(=[O:56])=[O:57])[cH:58][cH:59]1>>[CH2:1]([CH2:2][CH2:3][CH2:4][CH2:5][CH2:6][CH2:7][CH2:8][CH2:9][CH2:10][CH2:11][CH2:12][CH2:13][CH2:14][CH2:15][CH3:16])[C:17]1([OH:45])[CH2:18][CH:19]([O:20][CH3:21])[O:22][CH:23]1[CH2:24][OH:25]. Reactants: Cc1cc(C=CC(=O)OC(C)(C)C)ccc1C#N, CCOC(C)=O, [H][H]. Yields the product Cc1cc(CCC(=O)OC(C)(C)C)ccc1C#N. As a reaction SMILES: [CH3:1][c:2]1[cH:3][c:4]([CH:10]=[CH:11][C:12](=[O:13])[O:14][C:15]([CH3:16])([CH3:17])[CH3:18])[cH:5][cH:6][c:7]1[C:8]#[N:9].[CH3:21][CH2:22][O:23][C:24]([CH3:25])=[O:26].[H:19][H:20]>>[CH3:1][c:2]1[cH:3][c:4]([CH2:10][CH2:11][C:12](=[O:13])[O:14][C:15]([CH3:16])([CH3:17])[CH3:18])[cH:5][cH:6][c:7]1[C:8]#[N:9]. Reactants: [Br-], [Br-], [Br-], CC(=O)c1ccc(OCc2ccccc2)cc1OCc1ccccc1, C1CCOC1, C[N+](C)(C)c1ccccc1, C[N+](C)(C)c1ccccc1, C[N+](C)(C)c1ccccc1. Product: O=C(CBr)c1ccc(OCc2ccccc2)cc1OCc1ccccc1. RXN SMILES: [Br-:1].[Br-:2].[Br-:3].[CH2:34]([c:35]1[cH:36][cH:37][cH:38][cH:39][cH:40]1)[O:41][c:42]1[c:43]([C:56]([CH3:57])=[O:58])[cH:44][cH:45][c:46]([O:48][CH2:49][c:50]2[cH:51][cH:52][cH:53][cH:54][cH:55]2)[cH:47]1.[O:59]1[CH2:60][CH2:61][CH2:62][CH2:63]1.[c:14]1([N+:15]([CH3:16])([CH3:17])[CH3:18])[cH:19][cH:20][cH:21][cH:22][cH:23]1.[c:24]1([N+:25]([CH3:26])([CH3:27])[CH3:28])[cH:29][cH:30][cH:31][cH:32][cH:33]1.[c:4]1([N+:5]([CH3:6])([CH3:7])[CH3:8])[cH:9][cH:10][cH:11][cH:12][cH:13]1>>[Br:1][CH2:57][C:56]([c:43]1[c:42]([O:41][CH2:34][c:35]2[cH:36][cH:37][cH:38][cH:39][cH:40]2)[cH:47][c:46]([O:48][CH2:49][c:50]2[cH:51][cH:52][cH:53][cH:54][cH:55]2)[cH:45][cH:44]1)=[O:58]. Reactants: CC(C)(C)NS(=O)(=O)c1cccc(-c2cc(-c3nc(-c4ccc(C(F)(F)F)cc4)cc(C(F)(F)F)n3)ccn2)c1, ClCCl, O=C(O)C(F)(F)F. Product: NS(=O)(=O)c1cccc(-c2cc(-c3nc(-c4ccc(C(F)(F)F)cc4)cc(C(F)(F)F)n3)ccn2)c1. Reaction SMILES: [C:1]([CH3:2])([CH3:3])([CH3:4])[NH:5][S:6](=[O:7])(=[O:8])[c:9]1[cH:10][c:11](-[c:15]2[n:16][cH:17][cH:18][c:19](-[c:21]3[n:22][c:23](-[c:31]4[cH:32][cH:33][c:34]([C:37]([F:38])([F:39])[F:40])[cH:35][cH:36]4)[cH:24][c:25]([C:27]([F:28])([F:29])[F:30])[n:26]3)[cH:20]2)[cH:12][cH:13][cH:14]1.[Cl:48][CH2:49][Cl:50].[F:41][C:42]([F:43])([F:44])[C:45]([OH:46])=[O:47]>>[NH2:5][S:6](=[O:7])(=[O:8])[c:9]1[cH:10][c:11](-[c:15]2[n:16][cH:17][cH:18][c:19](-[c:21]3[n:22][c:23](-[c:31]4[cH:32][cH:33][c:34]([C:37]([F:38])([F:39])[F:40])[cH:35][cH:36]4)[cH:24][c:25]([C:27]([F:28])([F:29])[F:30])[n:26]3)[cH:20]2)[cH:12][cH:13][cH:14]1. The reactants are CC(=O)O[BH-](OC(C)=O)OC(C)=O, CC(Cl)Cl, COc1cc(-c2nn(-c3ccc(C=O)cc3)c3ncnc(N)c23)ccc1NC(=O)c1ccc(C(F)(F)F)cc1F, OC1CCNC1, [Na+], [Na+], [OH-]. Yields the product COc1cc(-c2nn(-c3ccc(CN4CCC(O)C4)cc3)c3ncnc(N)c23)ccc1NC(=O)c1ccc(C(F)(F)F)cc1F. Reaction SMILES: [C:47]([O:48][BH-:49]([O:50][C:51](=[O:52])[CH3:53])[O:54][C:55](=[O:56])[CH3:57])(=[O:58])[CH3:59].[Cl:63][CH:64]([Cl:65])[CH3:66].[NH2:1][c:2]1[c:3]2[c:4]([n:5][cH:6][n:7]1)[n:8](-[c:33]1[cH:34][cH:35][c:36]([CH:39]=[O:40])[cH:37][cH:38]1)[n:9][c:10]2-[c:11]1[cH:12][c:13]([O:31][CH3:32])[c:14]([NH:17][C:18]([c:19]2[c:20]([F:29])[cH:21][c:22]([C:25]([F:26])([F:27])[F:28])[cH:23][cH:24]2)=[O:30])[cH:15][cH:16]1.[NH:41]1[CH2:42][CH:43]([OH:46])[CH2:44][CH2:45]1.[Na+:60].[Na+:62].[OH-:61]>>[NH2:1][c:2]1[c:3]2[c:4]([n:5][cH:6][n:7]1)[n:8](-[c:33]1[cH:34][cH:35][c:36]([CH2:39][N:41]3[CH2:42][CH:43]([OH:46])[CH2:44][CH2:45]3)[cH:37][cH:38]1)[n:9][c:10]2-[c:11]1[cH:12][c:13]([O:31][CH3:32])[c:14]([NH:17][C:18]([c:19]2[c:20]([F:29])[cH:21][c:22]([C:25]([F:26])([F:27])[F:28])[cH:23][cH:24]2)=[O:30])[cH:15][cH:16]1.